Dataset: the Open Reaction Database (ORD), a public repository of structured organic reaction records. Task: describe an organic reaction: reactants, conditions, products, and yield Reactants: COC=1C=C(CN)C=CC1OC (3,4-dimethoxy-benzylamine), COC(C1=CC=C(C=C1)C=1N=C(C2=C(N1)SC(=C2)CC)Cl)=O (4-(4-chloro-6-ethyl-thieno-[2,3-d]-pyrimidin-2-yl)-benzoic acid methylester). The product is COC(C1=CC=C(C=C1)C=1N=C(C2=C(N1)SC(=C2)CC)NCC2=CC(=C(C=C2)OC)OC)=O (4-[4-(3,4-dimethoxybenzylamino)-6-ethyl-thieno-[2,3-d]-pyrimidin-2-yl]-benzoic acid methylester). Reaction SMILES: [CH3:1][O:2][C:3]1[CH:4]=[C:5]([CH:8]=[CH:9][C:10]=1[O:11][CH3:12])[CH2:6][NH2:7].[CH3:13][O:14][C:15](=[O:34])[C:16]1[CH:21]=[CH:20][C:19]([C:22]2[N:23]=[C:24](Cl)[C:25]3[CH:30]=[C:29]([CH2:31][CH3:32])[S:28][C:26]=3[N:27]=2)=[CH:18][CH:17]=1>>[CH3:13][O:14][C:15](=[O:34])[C:16]1[CH:17]=[CH:18][C:19]([C:22]2[N:23]=[C:24]([NH:7][CH2:6][C:5]3[CH:8]=[CH:9][C:10]([O:11][CH3:12])=[C:3]([O:2][CH3:1])[CH:4]=3)[C:25]3[CH:30]=[C:29]([CH2:31][CH3:32])[S:28][C:26]=3[N:27]=2)=[CH:20][CH:21]=1. Procedure details: The reaction procedure as above wherein 3,4-dimethoxy-benzylamine is reacted with 4-(4-chloro-6-ethyl-thieno-[2,3-d]-pyrimidin-2-yl)-benzoic acid methylester yields 4-[4-(3,4-dimethoxybenzylamino)-6-ethyl-thieno-[2,3-d]-pyrimidin-2-yl]-benzoic acid methylester. As a reaction SMILES: [CH3:1][c:2]1[cH:3][c:4]([N+:16]([O-:17])=[O:18])[c:5]([S:8][c:9]2[cH:10][c:11]([OH:15])[cH:12][cH:13][cH:14]2)[cH:6][cH:7]1.[Sn:19]([Cl:20])[Cl:21]>>[CH3:1][c:2]1[cH:3][c:4]([NH2:16])[c:5]([S:8][c:9]2[cH:10][c:11]([OH:15])[cH:12][cH:13][cH:14]2)[cH:6][cH:7]1. Reactants: Cc1ccc(Sc2cccc(O)c2)c([N+](=O)[O-])c1, Cl[Sn]Cl. The product is Cc1ccc(Sc2cccc(O)c2)c(N)c1. The reactants are [Al+3], CCC(=O)Cl, ClCCl, [Cl-], [Cl-], [Cl-], Fc1cccc(F)c1. The product is CCC(=O)c1ccc(F)cc1F. RXN SMILES: [Al+3:10].[C:13]([CH2:14][CH3:15])(=[O:16])[Cl:17].[CH2:18]([Cl:19])[Cl:20].[Cl-:11].[Cl-:12].[Cl-:9].[F:1][c:2]1[cH:3][c:4]([F:8])[cH:5][cH:6][cH:7]1>>[F:1][c:2]1[cH:3][c:4]([F:8])[cH:5][cH:6][c:7]1[C:13]([CH2:14][CH3:15])=[O:16]. The reactants are resultant mixture, resultant solution, [Cl-].C[Zn+] (methyl zinc chloride), resultant mixture, palladium tetrakistriphenylphosphine, CN1C(N(C(C=C1C(F)(F)F)=O)C=1C=CC2=C(C(=NS2)C(C(=O)O)(C)C)C1)=O (5-[3,6-dihydro-3-methyl-2,6-dioxo-4-(trifluoromethyl)-1(2H)-pyrimidinyl]-α,α-dimethyl-1,2-benzisothiazole-3-acetic acid), C(Cl)Cl (methylene chloride), C(C(=O)Cl)(=O)Cl (oxalyl chloride). Reagents/catalysts: CN(C=O)C (N,N-Dimethylformamide). Isolated yield 65.7%. Solvent: O1CCCC1 (tetrahydrofuran). RXN SMILES: [CH3:1][N:2]1[C:7]([C:8]([F:11])([F:10])[F:9])=[CH:6][C:5](=[O:12])[N:4]([C:13]2[CH:14]=[CH:15][C:16]3[S:20][N:19]=[C:18]([C:21]([CH3:26])([CH3:25])[C:22](O)=[O:23])[C:17]=3[CH:27]=2)[C:3]1=[O:28].[CH2:29](Cl)Cl.C(Cl)(=O)C(Cl)=O.[Cl-].C[Zn+]>CN(C)C=O.O1CCCC1>[CH3:26][C:21]([C:18]1[C:17]2[CH:27]=[C:13]([N:4]3[C:5](=[O:12])[CH:6]=[C:7]([C:8]([F:10])([F:11])[F:9])[N:2]([CH3:1])[C:3]3=[O:28])[CH:14]=[CH:15][C:16]=2[S:20][N:19]=1)([CH3:25])[C:22](=[O:23])[CH3:29] |f:3.4|. The product is CC(C(C)=O)(C)C1=NSC2=C1C=C(C=C2)N2C(N(C(=CC2=O)C(F)(F)F)C)=O (3-[3-(1,1-Dimethyl-2-oxopropyl)-1,2-benzisothiazol-5-yl]-1-methyl-6-(trifluoromethyl)-2,4(1H,3H)-pyrimidinedione). Reported procedure: N,N-Dimethylformamide (8 drops) is added to a mixture of 5-[3,6-dihydro-3-methyl-2,6-dioxo-4-(trifluoromethyl)-1(2H)-pyrimidinyl]-α,α-dimethyl-1,2-benzisothiazole-3-acetic acid (0.800 g, 0.00194 mol) and methylene chloride. The mixture is cooled on an ice bath and oxalyl chloride (2.0 M in methylene chloride, 2.42 ml, 0.00484 mol) is added. The resultant mixture is stirred one hour on an ice bath and concentrated in vacuo. The residue is taken up in tetrahydrofuran. The resultant solution is add... Reactants: C(C)(C)(C)N(C(OCCl)=O)CC (chloromethyl N-t-butyl-N-ethylcarbamate), O[C@H](C)[C@@H]1[C@@H]2N(C(=C([C@@H]2C)S\C=C/C2=C(N=CS2)CO)C(=O)[O-])C1=O.[Na+] (sodium (1R,5S,6S)-6-((1R)-1-hydroxyethyl)-2-[[(Z)-2-(4-hydroxymethylthiazol-5-yl)ethen-1-yl]thio]-1-methyl-1-carbapen-2-em-3-carboxylate). Product: O[C@H](C)[C@@H]1[C@@H]2N(C(=C([C@@H]2C)S\C=C/C2=C(N=CS2)CO)C(=O)OCOC(=O)N(CC)C(C)(C)C)C1=O (N-t-Butyl-N-ethylaminocarbonyloxymethyl (1R,5S,6S)-6-((1R)-1-hydroxyethyl)-2-[[(Z)-2-(4-hydroxymethylthiazol-5-yl)ethen-1-yl]thio]-1-methyl-1-carbapen-2-em-3-carboxylate). The yield is 68.2%. As a reaction SMILES: [C:1]([N:5]([CH2:11][CH3:12])[C:6](=[O:10])[O:7][CH2:8]Cl)([CH3:4])([CH3:3])[CH3:2].[OH:13][C@@H:14]([C@H:16]1[C:36](=[O:37])[N:18]2[C:19]([C:33]([O-:35])=[O:34])=[C:20]([S:23]/[CH:24]=[CH:25]\[C:26]3[S:30][CH:29]=[N:28][C:27]=3[CH2:31][OH:32])[C@H:21]([CH3:22])[C@H:17]12)[CH3:15].[Na+]>>[OH:13][C@@H:14]([C@H:16]1[C:36](=[O:37])[N:18]2[C:19]([C:33]([O:35][CH2:8][O:7][C:6]([N:5]([C:1]([CH3:4])([CH3:3])[CH3:2])[CH2:11][CH3:12])=[O:10])=[O:34])=[C:20]([S:23]/[CH:24]=[CH:25]\[C:26]3[S:30][CH:29]=[N:28][C:27]=3[CH2:31][OH:32])[C@H:21]([CH3:22])[C@H:17]12)[CH3:15] |f:1.2|. Procedure: In the same manner as in step b) in Example 125, 273 mg of the title compound was prepared from 180 mg of chloromethyl N-t-butyl-N-ethylcarbamate and 300 mg of sodium (1R,5S,6S)-6-((1R)-1-hydroxyethyl)-2-[[(Z)-2-(4-hydroxymethylthiazol-5-yl)ethen-1-yl]thio]-1-methyl-1-carbapen-2-em-3-carboxylate. Reactants: C(#N)C1(CCCCC1)C(=O)OCC (ethyl 1-cyanocyclohexanecarboxylate). The reagents and catalysts are [Ni] (Raney-nickel). Run in C(C)O (ethanol). Run at time 6 hour. The product is C(C1=CC=CC=C1)(=O)NCC1(CCCCC1)C(=O)OCC (Ethyl 1-[(benzoylamino)methyl]cyclohexanecarboxylate). Isolated yield 127.9%. Reaction SMILES: [C:1]([C:3]1([C:9]([O:11][CH2:12][CH3:13])=[O:10])[CH2:8][CH2:7][CH2:6][CH2:5][CH2:4]1)#[N:2]>C(O)C.[Ni]>[C:9]([NH:2][CH2:1][C:3]1([C:9]([O:11][CH2:12][CH3:13])=[O:10])[CH2:8][CH2:7][CH2:6][CH2:5][CH2:4]1)(=[O:10])[C:3]1[CH:8]=[CH:7][CH:6]=[CH:5][CH:4]=1. Procedure details: A solution of ethyl 1-cyanocyclohexanecarboxylate (10.0 g, 55.1 mmol) in ethanol (200 ml) was stirred at 40° C. for 12 hrs., in the presence of Raney-nickel (10 g), under a hydrogen atmosphere (4 atm). The catalyst was filtered off, and the filtrate was concentrated under reduced pressure. Ethyl acetate (300 ml) and 10% aqueous sodium carbonate solution (150 ml) were added to the residue, benzoyl chloride (6.34 ml, 55.1 ml) was added dropwise at 0° C., and the mixture was stirred at room tempera...